This data is from the Open Reaction Database (ORD), a public repository of structured organic reaction records. The task is: describe an organic reaction: reactants, conditions, products, and yield The reactants are [Si](C1=CC=CC=C1)(C1=CC=CC=C1)(C(C)(C)C)O[C@@H](CCCCOC1(CCN(CC1)C(=O)OC(C)(C)C)C)C ((R)-tert-butyl 4-((5-((tert-butyldiphenylsilyl)oxy)hexyl)oxy)-4-methylpiperidine-1-carboxylate), Cl (HCl). Solvent: O1CCOCC1 (dioxane), O1CCOCC1 (1,4-Dioxane). Reaction conditions: time 2 hour. The product is [Si](C1=CC=CC=C1)(C1=CC=CC=C1)(C(C)(C)C)O[C@@H](CCCCOC1(CCNCC1)C)C ((R)-4-((5-((tert-butyldiphenylsilyl)oxy)hexyl)oxy)-4-methylpiperidine). Yield: 94.5%. RXN SMILES: [Si:1]([O:18][C@H:19]([CH3:39])[CH2:20][CH2:21][CH2:22][CH2:23][O:24][C:25]1([CH3:38])[CH2:30][CH2:29][N:28](C(OC(C)(C)C)=O)[CH2:27][CH2:26]1)([C:14]([CH3:17])([CH3:16])[CH3:15])([C:8]1[CH:13]=[CH:12][CH:11]=[CH:10][CH:9]=1)[C:2]1[CH:7]=[CH:6][CH:5]=[CH:4][CH:3]=1.Cl>O1CCOCC1>[Si:1]([O:18][C@H:19]([CH3:39])[CH2:20][CH2:21][CH2:22][CH2:23][O:24][C:25]1([CH3:38])[CH2:26][CH2:27][NH:28][CH2:29][CH2:30]1)([C:14]([CH3:17])([CH3:15])[CH3:16])([C:2]1[CH:7]=[CH:6][CH:5]=[CH:4][CH:3]=1)[C:8]1[CH:9]=[CH:10][CH:11]=[CH:12][CH:13]=1. Procedure details: A mixture of (R)-tert-butyl 4-((5-((tert-butyldiphenylsilyl)oxy)hexyl)oxy)-4-methylpiperidine-1-carboxylate (8.2 g, 14.81 mmol) and 4M HCl (22.21 mL, 89 mmol) in dioxane in 1,4-Dioxane (5 mL) was stirred at room temp for 2 h. Mixture was then concentrated, diluted with ethyl acetate (100 mL), washed with 1N NaOH, dried (Na2SO4), filtered and concentrated to afford (R)-4-((5-((tert-butyldiphenylsilyl)oxy)hexyl)oxy)-4-methylpiperidine (6.35 g, 14.00 mmol, 95% yield) as viscous oil. 1H NMR (500 MHz... Reactants: C(C)(C)(C)OC(NCC1=CC(=NC=C1)C1(CC1)NC(=O)C1(CC1)NC(=O)C1=CN=C2N1[C@](C(N2C2=CC(=CC(=C2)Cl)Cl)=O)(C)CC2=CC=C(C=C2)C#N)=O ((2-{1-[(1-{[(R)-5-(4-Cyano-benzyl)-7-(3,5-dichloro-phenyl)-5-methyl-6-oxo-6,7-dihydro-5H-imidazo[1,2-a]imidazole-3-carbonyl]-amino}-cyclopropanecarbonyl)-amino]-cyclopropyl}-pyridin-4-ylmethyl)-carbamic acid tert-butyl ester), C(Cl)Cl (CH2Cl2), C(=O)(C(F)(F)F)O (TFA). The solvent is CO.C(Cl)Cl (MeOH CH2Cl2). Product: NCC1=CC(=NC=C1)C1(CC1)NC(=O)C1(CC1)NC(=O)C1=CN=C2N1[C@](C(N2C2=CC(=CC(=C2)Cl)Cl)=O)(C)CC2=CC=C(C=C2)C#N ((R)-5-(4-Cyano-benzyl)-7-(3,5-dichloro-phenyl)-5-methyl-6-oxo-6,7-dihydro-5H-imidazo[1,2-a]imidazole-3-carboxylic acid {1-[1-(4-aminomethyl-pyridin-2-yl)-cyclopropylcarbamoyl]-cyclopropyl}-amide). The yield is 164.3%. As a reaction SMILES: C(OC(=O)[NH:7][CH2:8][C:9]1[CH:14]=[CH:13][N:12]=[C:11]([C:15]2([NH:18][C:19]([C:21]3([NH:24][C:25]([C:27]4[N:31]5[C@@:32]([CH2:45][C:46]6[CH:51]=[CH:50][C:49]([C:52]#[N:53])=[CH:48][CH:47]=6)([CH3:44])[C:33](=[O:43])[N:34]([C:35]6[CH:40]=[C:39]([Cl:41])[CH:38]=[C:37]([Cl:42])[CH:36]=6)[C:30]5=[N:29][CH:28]=4)=[O:26])[CH2:23][CH2:22]3)=[O:20])[CH2:17][CH2:16]2)[CH:10]=1)(C)(C)C.C(Cl)Cl.C(O)(C(F)(F)F)=O>CO.C(Cl)Cl>[NH2:7][CH2:8][C:9]1[CH:14]=[CH:13][N:12]=[C:11]([C:15]2([NH:18][C:19]([C:21]3([NH:24][C:25]([C:27]4[N:31]5[C@@:32]([CH2:45][C:46]6[CH:51]=[CH:50][C:49]([C:52]#[N:53])=[CH:48][CH:47]=6)([CH3:44])[C:33](=[O:43])[N:34]([C:35]6[CH:40]=[C:39]([Cl:41])[CH:38]=[C:37]([Cl:42])[CH:36]=6)[C:30]5=[N:29][CH:28]=4)=[O:26])[CH2:22][CH2:23]3)=[O:20])[CH2:16][CH2:17]2)[CH:10]=1 |f:3.4|. Procedure: (2-{1-[(1-{[(R)-5-(4-Cyano-benzyl)-7-(3,5-dichloro-phenyl)-5-methyl-6-oxo-6,7-dihydro-5H-imidazo[1,2-a]imidazole-3-carbonyl]-amino}-cyclopropanecarbonyl)-amino]-cyclopropyl}-pyridin-4-ylmethyl)-carbamic acid tert-butyl ester (45 mg, 0.06 mmol) was placed in RBF with CH2Cl2 and TFA was added. The reaction was diluted with 10 mL 10% MeOH/CH2Cl2 and washed with water (2×5 mL). The organic layer was separated, dried (MgSO4), and concentrated. Reverse Phase HPLC purification (30-100% CH3CN/H2O as gra...